From a dataset of the Open Reaction Database (ORD), a public repository of structured organic reaction records. describe an organic reaction: reactants, conditions, products, and yield The reactants are ClCCl, CC(=O)OC(C)=O, CN(C)c1ccncc1, Cl, OCC#Cc1ccoc1. Yields the product CC(=O)OCC#Cc1ccoc1. Reaction SMILES: [CH2:27]([Cl:28])[Cl:29].[CH3:10][C:11](=[O:12])[O:13][C:14](=[O:15])[CH3:16].[CH3:18][N:19]([c:20]1[cH:21][cH:22][n:23][cH:24][cH:25]1)[CH3:26].[ClH:17].[o:1]1[cH:2][c:3]([C:6]#[C:7][CH2:8][OH:9])[cH:4][cH:5]1>>[o:1]1[cH:2][c:3]([C:6]#[C:7][CH2:8][O:9][C:11]([CH3:10])=[O:12])[cH:4][cH:5]1. Reactants: O=C(NC(=O)c1ccccc1)NC1CCCc2ccccc21, [Na+], [OH-]. The product is NC(=O)NC1CCCc2ccccc21. As a reaction SMILES: [C:1](=[O:2])([c:3]1[cH:4][cH:5][cH:6][cH:7][cH:8]1)[NH:9][C:10](=[O:11])[NH:12][CH:13]1[CH2:14][CH2:15][CH2:16][c:17]2[cH:18][cH:19][cH:20][cH:21][c:22]21.[Na+:24].[OH-:23]>>[NH2:9][C:10](=[O:11])[NH:12][CH:13]1[CH2:14][CH2:15][CH2:16][c:17]2[cH:18][cH:19][cH:20][cH:21][c:22]21.